From a dataset of the Open Reaction Database (ORD), a public repository of structured organic reaction records. describe an organic reaction: reactants, conditions, products, and yield Isolated yield 32.7%. RXN SMILES: [CH3:1][O:2][C:3](=[O:31])[CH:4]=[CH:5][C:6]1[NH:7][C:8](=[O:30])[C:9]2[C:10]3[N:19]([CH3:20])[C:18]([NH:21][C:22]4[C:27]([Cl:28])=[CH:26][CH:25]=[CH:24][C:23]=4[Cl:29])=[N:17][C:11]=3[CH:12]=[CH:13][C:14]=2[C:15]=1[CH3:16]>CCO.CC(O)=O.O=[Pt]=O>[CH3:1][O:2][C:3](=[O:31])[CH2:4][CH2:5][C:6]1[NH:7][C:8](=[O:30])[C:9]2[C:10]3[N:19]([CH3:20])[C:18]([NH:21][C:22]4[C:27]([Cl:28])=[CH:26][CH:25]=[CH:24][C:23]=4[Cl:29])=[N:17][C:11]=3[CH:12]=[CH:13][C:14]=2[C:15]=1[CH3:16]. Run in CCO (EtOH), CC(=O)O (AcOH). Conditions: time 12 hour. The reactants are COC(C=CC=1NC(C=2C3=C(C=CC2C1C)N=C(N3C)NC3=C(C=CC=C3Cl)Cl)=O)=O (3-[2-(2,6-Dichlorophenylamino)-1,6-dimethyl-9-oxo-8,9-dihydro-1H-imidazo[4,5-h]isoquinolin-7-yl]-acrylic acid methyl ester). Procedure details: To a solution of the product of Example 12 (30 mg, 0.06 mmol) in EtOH (3 mL) and AcOH (4 mL) in a Parr reactor was added PtO2 (2 mg, 0.007 mmol). The Parr reactor was charged with 50 psi of H2 and shaken for 12 h. The crude reaction was filtered through diatomaceous earth with EtOH and concentrated in vacuo. Column chromatography (2% MeOH—CH2Cl2) provided the title compound (9 mg, 30%), mp 268° C.(dec); MS(ES) 459, 461 (MH+). The reagents and catalysts are O=[Pt]=O (PtO2). Yields the product COC(CCC=1NC(C=2C3=C(C=CC2C1C)N=C(N3C)NC3=C(C=CC=C3Cl)Cl)=O)=O (3-[2-(2,6-Dichlorophenylamino)-1,6-dimethyl-9-oxo-8,9-dihydro-1-H-imidazo[4,5-h]isoquinolin-7-yl]-propionic acid methyl ester). Yields the product CC1(C)CNc2ccc(Cl)cc21. Starting materials: [BH4-], ClC(Cl)Cl, [Cl-], CC1(C)C(=O)Nc2ccc(Cl)cc21, I, [NH4+], [Na+], C1CCOC1. RXN SMILES: [BH4-:14].[CH:24]([Cl:25])([Cl:26])[Cl:27].[Cl-:17].[Cl:1][c:2]1[cH:3][c:4]2[c:8]([cH:9][cH:10]1)[NH:7][C:6](=[O:11])[C:5]2([CH3:12])[CH3:13].[I:16].[NH4+:18].[Na+:15].[O:19]1[CH2:20][CH2:21][CH2:22][CH2:23]1>>[Cl:1][c:2]1[cH:3][c:4]2[c:8]([cH:9][cH:10]1)[NH:7][CH2:6][C:5]2([CH3:12])[CH3:13].